describe an organic reaction: reactants, conditions, products, and yield From a dataset of the Open Reaction Database (ORD), a public repository of structured organic reaction records. Reactants: ClC=1N=C(C(=NC1)C(=O)OC)C (methyl 5-chloro-3-methylpyrazine-2-carboxylate), FC(CO)F (2,2-difluoroethanol), C([O-])([O-])=O.[K+].[K+] (potassium carbonate). Run in O (water). Reaction conditions: time 1.5 hour. Product: FC(COC=1N=C(C(=NC1)C(=O)OC)C)F (methyl 5-(2,2-difluoroethoxy)-3-methylpyrazine-2-carboxylate). Isolated yield 20.1%. Reaction SMILES: Cl[C:2]1[N:3]=[C:4]([CH3:12])[C:5]([C:8]([O:10][CH3:11])=[O:9])=[N:6][CH:7]=1.[F:13][CH:14]([F:17])[CH2:15][OH:16].C(=O)([O-])[O-].[K+].[K+]>O>[F:13][CH:14]([F:17])[CH2:15][O:16][C:2]1[N:3]=[C:4]([CH3:12])[C:5]([C:8]([O:10][CH3:11])=[O:9])=[N:6][CH:7]=1 |f:2.3.4|. Procedure: To a mixture of methyl 5-chloro-3-methylpyrazine-2-carboxylate (255 mg, 1.367 mmol) in 2,2-difluoroethanol (0.52 mL, 8.20 mmol) was added potassium carbonate (227 mg, 1.640 mmol). The reaction was stirred at ambient temperature for 1.5 hrs. The reaction was treated with water and extracted with ethyl acetate. The organic portion was dried over Na2SO4, filtered, concentrated and purified by column chromatography, eluting with 0-2% MeOH/DCM to give the title compound (63.8 mg, 0.275 mmol, 20.1%). ... Starting materials: N#CCCCBr, O=C([O-])[O-], CCC(C)=O, [I-], [K+], [K+], [K+], CC(C)CN(CC(O)COc1cccc2[nH]c3ccccc3c12)c1ccc(O)cc1. Product: CC(C)CN(CC(O)COc1cccc2[nH]c3ccccc3c12)c1ccc(OCCCC#N)cc1. Reaction SMILES: [Br:31][CH2:32][CH2:33][CH2:34][C:35]#[N:36].[C:37](=[O:38])([O-:39])[O-:40].[CH2:45]([C:46]([CH3:47])=[O:48])[CH3:49].[I-:44].[K+:41].[K+:42].[K+:43].[OH:1][CH:2]([CH2:3][O:4][c:5]1[cH:6][cH:7][cH:8][c:9]2[nH:10][c:11]3[cH:12][cH:13][cH:14][cH:15][c:16]3[c:17]12)[CH2:18][N:19]([CH2:20][CH:21]([CH3:22])[CH3:23])[c:24]1[cH:25][cH:26][c:27]([OH:30])[cH:28][cH:29]1>>[OH:1][CH:2]([CH2:3][O:4][c:5]1[cH:6][cH:7][cH:8][c:9]2[nH:10][c:11]3[cH:12][cH:13][cH:14][cH:15][c:16]3[c:17]12)[CH2:18][N:19]([CH2:20][CH:21]([CH3:22])[CH3:23])[c:24]1[cH:25][cH:26][c:27]([O:30][CH2:32][CH2:33][CH2:34][C:35]#[N:36])[cH:28][cH:29]1. Starting materials: OO (H2O2), CC1=NC=C(C=C1)C (2,5-dimethylpyridine), [OH-].[Na+] (NaOH). Solvent: C(C)(=O)O (acetic acid), C(C)(=O)O (acetic acid). The product is CC1=[N+](C=C(C=C1)C)[O-] (2,5-dimethylpyridine-N-oxide). As a reaction SMILES: [CH3:1][C:2]1[CH:7]=[CH:6][C:5]([CH3:8])=[CH:4][N:3]=1.[OH:9]O.[OH-].[Na+]>C(O)(=O)C>[CH3:1][C:2]1[CH:7]=[CH:6][C:5]([CH3:8])=[CH:4][N+:3]=1[O-:9] |f:2.3|. Reported procedure: 20 g of 2,5-dimethylpyridine were dissolved in 100 ml of glacial acetic acid and then stirred for 5 hours at 80° to 90° C. with 35 ml of 30% H2O2. The excess glacial acetic acid was rotated out and the solution adjusted to pH 8 with 20% NaOH. After extracting with petrol and discarding the organic phase, the solution was extracted with dichloromethane and the organic phase rotated in. 12 g of 2,5-dimethylpyridine-N-oxide were obtained. Reactants: O (water), C([O-])([O-])=O.[K+].[K+] (potassium carbonate), CI (methyl iodide), OC1=C2CNC(C2=C(C=C1OC)I)=O (4-Hydroxy-5-methoxy-7-iodoisoindolinone). Solvent: CN(C)C=O (DMF). Reaction conditions: time 1.5 hour. Product: COC1=C2CNC(C2=C(C=C1OC)I)=O (4,5-dimethoxy-7-iodoisoindolinone). The yield is 70.1%. As a reaction SMILES: [OH:1][C:2]1[C:10]([O:11][CH3:12])=[CH:9][C:8]([I:13])=[C:7]2[C:3]=1[CH2:4][NH:5][C:6]2=[O:14].[C:15](=O)([O-])[O-].[K+].[K+].CI.O>CN(C=O)C>[CH3:15][O:1][C:2]1[C:10]([O:11][CH3:12])=[CH:9][C:8]([I:13])=[C:7]2[C:3]=1[CH2:4][NH:5][C:6]2=[O:14] |f:1.2.3|. Procedure details: 4-Hydroxy-5-methoxy-7-iodoisoindolinone (30.0 mg, 0.0983 mmol) was dissolved in DMF (2 mL), and the solution was treated with potassium carbonate (26.0 mg, 0.188 mmol) and methyl iodide (0.020 mL, 0.32 mmol), followed by stirring at room temperature for 1.5 hours. The reaction mixture was added with water and the precipitated solid was collected by filtration and washed with water, followed by drying under reduced pressure to obtain 4,5-dimethoxy-7-iodoisoindolinone (22.0 mg, yield 70%). Starting materials: O1C(CCCC1)OCC\C=C/CCCCCCCCF (12-fluoro-(Z)-3-dodecen-1-yl tetrahydropyranyl ether), resin. Solvent: CO (methanol). Run at temperature 45 celsius. Product: FCCCCCCCC\C=C/CCO (12-fluoro-(Z)-3-dodecen-1-ol). The yield is 84.3%. RXN SMILES: O1CCCCC1[O:7][CH2:8][CH2:9]/[CH:10]=[CH:11]\[CH2:12][CH2:13][CH2:14][CH2:15][CH2:16][CH2:17][CH2:18][CH2:19][F:20]>CO>[F:20][CH2:19][CH2:18][CH2:17][CH2:16][CH2:15][CH2:14][CH2:13][CH2:12]/[CH:11]=[CH:10]\[CH2:9][CH2:8][OH:7]. Reported procedure: To a solution of 12-fluoro-(Z)-3-dodecen-1-yl tetrahydropyranyl ether (0.5242 g, 1.83 mmol) (prepared as in Example 5 above) in methanol (10 ml) is added Dowex resin (0.5 g) and the mixture is heated at 45° C. overnight (Bongini et. al., Synthesis, 618, 1979). The resin is then filtered off and the solvent is removed in vacuo. The crude product is purified by flash chromatography using hexane/ethyl acetate (93:7, v/v) to give 12-fluoro-(Z)-3-dodecen-1-ol (312 mg, 83%) as a clear colorless oil: R... Reaction SMILES: [CH3:1][N:2]1[C:3](=[O:21])[CH2:4][O:5][c:6]2[c:7]1[cH:8][cH:9][c:10]([N:12]1[C:13](=[O:20])[O:14][CH:15]([C:17](=[O:18])[NH2:19])[CH2:16]1)[cH:11]2.[CH3:22][NH2:23].[CH3:24][OH:25]>>[CH3:1][N:2]1[C:3](=[O:21])[CH2:4][O:5][c:6]2[c:7]1[cH:8][cH:9][c:10]([N:12]1[C:13](=[O:20])[O:14][CH:15]([C:17](=[O:18])[NH:19][CH3:22])[CH2:16]1)[cH:11]2. Starting materials: CN1C(=O)COc2cc(N3CC(C(N)=O)OC3=O)ccc21, CN, CO. Yields the product CNC(=O)C1CN(c2ccc3c(c2)OCC(=O)N3C)C(=O)O1. The reactants are BrC=1C=C(C=C(C1)Cl)OC=1C(=C(C=CC1Cl)CNC(=O)C1=C(N=CN1)Cl)F (N-({3-[(3-bromo-5-chlorophenyl)oxy]-4-chloro-2-fluorophenyl}methyl)-4-chloro-1H-imidazole-5-carboxamide), tetrakistriphenylphosphine palladium(0), TEA, C1(CC1)C#C (cyclopropylacetylene). The reagents and catalysts are [Cu]I (copper(I) iodide). Solvent: C1CCOC1 (THF). Run at temperature 60 celsius, time 5 hour. Yields the product ClC=1N=CNC1C(=O)NCC1=C(C(=C(C=C1)Cl)OC1=CC(=CC(=C1)C#CC1CC1)Cl)F (4-chloro-N-[(4-chloro-3-{[3-chloro-5-(cyclopropylethynyl)phenyl]oxy}-2-fluorophenyl)methyl]-1H-imidazole-5-carboxamide). Yield: 78.3%. RXN SMILES: Br[C:2]1[CH:3]=[C:4]([O:9][C:10]2[C:11]([F:27])=[C:12]([CH2:17][NH:18][C:19]([C:21]3[NH:25][CH:24]=[N:23][C:22]=3[Cl:26])=[O:20])[CH:13]=[CH:14][C:15]=2[Cl:16])[CH:5]=[C:6]([Cl:8])[CH:7]=1.[CH:28]1([C:31]#[CH:32])[CH2:30][CH2:29]1>C1COCC1.[Cu]I>[Cl:26][C:22]1[N:23]=[CH:24][NH:25][C:21]=1[C:19]([NH:18][CH2:17][C:12]1[CH:13]=[CH:14][C:15]([Cl:16])=[C:10]([O:9][C:4]2[CH:3]=[C:2]([C:32]#[C:31][CH:28]3[CH2:30][CH2:29]3)[CH:7]=[C:6]([Cl:8])[CH:5]=2)[C:11]=1[F:27])=[O:20]. Procedure: To a solution of N-({3-[(3-bromo-5-chlorophenyl)oxy]-4-chloro-2-fluorophenyl}methyl)-4-chloro-1H-imidazole-5-carboxamide (125 mg, 0.253 mmol), tetrakistriphenylphosphine palladium(0) (35.6 mg, 0.051 mmol), copper(I) iodide (4.82 mg, 0.025 mmol) and TEA (0.177 ml, 1.266 mmol) in THF (5 ml) was added cyclopropylacetylene (0.043 ml, 0.507 mmol) and the reaction mixture was stirred for 5 hours at 60° C. The reaction mixture was adsorbed onto silica gel and the crude material was purified via silica ... Starting materials: COc1cc2c(-c3cc4c(C=O)ccnc4n3S(=O)(=O)c3ccc(C)cc3)cn(C)c2cc1OC, NCCc1cccs1. Yields the product COc1cc2c(-c3cc4c(CNCCc5cccs5)ccnc4n3S(=O)(=O)c3ccc(C)cc3)cn(C)c2cc1OC. RXN SMILES: [CH3:1][O:2][c:3]1[cH:4][c:5]2[c:6](-[c:15]3[cH:16][c:17]4[c:18]([n:19][cH:20][cH:21][c:22]4[CH:23]=[O:24])[n:25]3[S:26](=[O:27])(=[O:28])[c:29]3[cH:30][cH:31][c:32]([CH3:35])[cH:33][cH:34]3)[cH:7][n:8]([CH3:14])[c:9]2[cH:10][c:11]1[O:12][CH3:13].[s:36]1[c:37]([CH2:41][CH2:42][NH2:43])[cH:38][cH:39][cH:40]1>>[CH3:1][O:2][c:3]1[cH:4][c:5]2[c:6](-[c:15]3[cH:16][c:17]4[c:18]([n:19][cH:20][cH:21][c:22]4[CH2:23][NH:43][CH2:42][CH2:41][c:37]4[s:36][cH:40][cH:39][cH:38]4)[n:25]3[S:26](=[O:27])(=[O:28])[c:29]3[cH:30][cH:31][c:32]([CH3:35])[cH:33][cH:34]3)[cH:7][n:8]([CH3:14])[c:9]2[cH:10][c:11]1[O:12][CH3:13].